Dataset: the Open Reaction Database (ORD), a public repository of structured organic reaction records. Task: describe an organic reaction: reactants, conditions, products, and yield The reactants are CCNCC, CO, O=[N+]([O-])c1cc([N+](=O)[O-])c(Cl)s1. Product: CCN(CC)c1sc([N+](=O)[O-])cc1[N+](=O)[O-]. RXN SMILES: [CH2:13]([CH3:14])[NH:15][CH2:16][CH3:17].[CH3:18][OH:19].[Cl:1][c:2]1[s:3][c:4]([N+:10](=[O:11])[O-:12])[cH:5][c:6]1[N+:7](=[O:8])[O-:9]>>[c:2]1([N:15]([CH2:13][CH3:14])[CH2:16][CH3:17])[s:3][c:4]([N+:10](=[O:11])[O-:12])[cH:5][c:6]1[N+:7](=[O:8])[O-:9]. Reactants: ClC1=C(C=C(C(=C1)Cl)[N+](=O)[O-])C(F)(F)F (2,4-dichloro-5-nitrobenzotrifluoride), CC1=CC=C(C=C1)S(=O)(=O)NC(O[C@@H](CC1=CC=C(C=C1)N1C(=NC2=C1C=CC(=C2)C(C)=O)CC)C)=O ((1R)-2-[4-(5-ACETYL-2-ETHYL-1H-BENZIMIDAZOL-1-YL)PHENYL]-1-METHYLETHYL (4-METHYLPHENYL)SULFONYLCARBAMATE). The product is CC1=CC=C(C=C1)S(=O)(=O)NC(O[C@@H](CC1=CC=C(C=C1)N1C(=NC2=C1C=C(C(=C2)C(F)(F)F)Cl)CC)C)=O ((1R)-2-{4-[6-CHLORO-2-ETHYL-5-(TRIFLUOROMETHYL)-1H-BENZIMIDAZOL-1-YL]PHENYL}-1-METHYLETHYL (4-METHYLPHENYL)SULFONYLCARBAMATE). Reaction SMILES: [Cl:1][C:2]1[CH:7]=[C:6](Cl)[C:5]([N+:9]([O-])=O)=[CH:4][C:3]=1[C:12]([F:15])([F:14])[F:13].[CH3:16][C:17]1[CH:22]=[CH:21][C:20]([S:23]([NH:26][C:27](=[O:52])[O:28][C@H:29]([CH3:51])[CH2:30][C:31]2[CH:36]=[CH:35][C:34]([N:37]3C4C=CC(C(=O)C)=CC=4N=[C:38]3[CH2:49][CH3:50])=[CH:33][CH:32]=2)(=[O:25])=[O:24])=[CH:19][CH:18]=1>>[CH3:16][C:17]1[CH:22]=[CH:21][C:20]([S:23]([NH:26][C:27](=[O:52])[O:28][C@H:29]([CH3:51])[CH2:30][C:31]2[CH:32]=[CH:33][C:34]([N:37]3[C:6]4[CH:7]=[C:2]([Cl:1])[C:3]([C:12]([F:15])([F:14])[F:13])=[CH:4][C:5]=4[N:9]=[C:38]3[CH2:49][CH3:50])=[CH:35][CH:36]=2)(=[O:25])=[O:24])=[CH:19][CH:18]=1. Reported procedure: The title compound was prepared according to the procedure described in step 1 of Example 162 from 2,4-dichloro-5-nitrobenzotrifluoride and (2R)-1-(4-aminophenyl)-2-propanol (step 2 of Example 249). Reactants: C1(=CC=CC=C1)O (phenol), OC1=CC=C(C=C1)C1(CCC(CC1)O)C1=CC=C(C=C1)O (4,4-bis(4-hydroxyphenyl)cyclohexanol), CN1C(N(CC1)C)=O (1,3-dimethyl-2-imidazolidinone), aqueous solution, [OH-].[Na+] (caustic soda), Cl (hydrochloric acid), CN1C(N(CC1)C)=O (1,3-dimethyl-2-imidazolidinone), C1(=CC=CC=C1)O (phenol). Run in O (water). Yields the product OC1=CC=C(C=C1)C1=CCC(CC1)O (4-(4-hydroxyphenyl)-3-cyclohexen-1-ol). The yield is 69.3%. As a reaction SMILES: C1(O)C=CC=CC=1.[OH:8][C:9]1[CH:14]=[CH:13][C:12]([C:15]2(C3C=CC(O)=CC=3)[CH2:20][CH2:19][CH:18]([OH:21])[CH2:17][CH2:16]2)=[CH:11][CH:10]=1.CN1CCN(C)C1=O.[OH-].[Na+].Cl>O>[OH:8][C:9]1[CH:10]=[CH:11][C:12]([C:15]2[CH2:20][CH2:19][CH:18]([OH:21])[CH2:17][CH:16]=2)=[CH:13][CH:14]=1 |f:3.4|. Reported procedure: The phenol adducts of 4,4-bis(4-hydroxyphenyl) cyclohexanol obtained as described above were reacted in toto in a manner similar to that described in Example 1 of Japanese Patent Application No. 89890/1987. Namely, the phenol adducts of 4,4-bis(4-hydroxyphenyl)cyclohexanol were added as a whole to a mixture of 100 ml of 1,3-dimethyl-2-imidazolidinone and 1 ml of a 50% aqueous solution of caustic soda. They were then reacted at 200°-220° C. for 3 hours. In the course of the reaction, the reaction... The reactants are OOS(=O)[O-].[K+] (Oxone), ClC1=CC2=C(NC(=C2)C(=O)NC2C(N(C3=CC=CC=C3C2)CCSC)=O)S1 (2-Chloro-N-{1-[2-(methylthio)ethyl]-2-oxo-1,2,3,4-tetrahydroquinolin-3-yl}-6H-thieno[2,3-b]pyrrole-5-carboxamide), CO (MeOH). Run in O (H2O), CCOC(=O)C (EtOAc). Reaction conditions: time 18 hour. Yields the product ClC1=CC2=C(NC(=C2)C(=O)NC2C(N(C3=CC=CC=C3C2)CCS(=O)(=O)C)=O)S1 (2-Chloro-N-{1-[2-(methylsulfonyl)ethyl]-2-oxo-1,2,3,4-tetrahydroquinolin-3-yl}-6H-thieno[2,3-b]pyrrole-5-carboxamide). As a reaction SMILES: O[O:2][S:3]([O-:5])=O.[K+].[Cl:7][C:8]1[S:33][C:11]2[NH:12][C:13]([C:15]([NH:17][CH:18]3[CH2:27][C:26]4[C:21](=[CH:22][CH:23]=[CH:24][CH:25]=4)[N:20]([CH2:28][CH2:29]SC)[C:19]3=[O:32])=[O:16])=[CH:14][C:10]=2[CH:9]=1.[CH3:34]O>O.CCOC(C)=O>[Cl:7][C:8]1[S:33][C:11]2[NH:12][C:13]([C:15]([NH:17][CH:18]3[CH2:27][C:26]4[C:21](=[CH:22][CH:23]=[CH:24][CH:25]=4)[N:20]([CH2:28][CH2:29][S:3]([CH3:34])(=[O:5])=[O:2])[C:19]3=[O:32])=[O:16])=[CH:14][C:10]=2[CH:9]=1 |f:0.1|. Procedure details: Oxone (701 mg, 1.14 mmol) in H2O (12 mL) was added to 2-chloro-N-{1-[2-(methylthio)ethyl]-2-oxo-1,2,3,4-tetrahydroquinolin-3-yl}-6H-thieno[2,3-b]pyrrole-5-carboxamide (Example 34; 462 mg, 1.10 mmol) in MeOH (12 mL) and stirred for 18 hours. The mixture was diluted with EtOAc (100 mL) washed with saturated NaHCO3 (20 mL), dried (Na2SO4), filtered and evaporated. The residue was purified by column chromatography (DCM to DCM:THF (3:2) then DCM:MeOH (4:1)) to give 2 yellow solids. Each solid was tri... Reactants: C1(=CC=CC=C1)C#CC1=C(N=C2N1C=CC=C2)CO ((3-(phenylethynyl)imidazo[1,2-a]pyridin-2-yl) methanol), N1(CCOCC1)C(=O)Cl (morpholine-4-carbonyl chloride), C([O-])([O-])=O.[Cs+].[Cs+] (cesium carbonate), N1(CCOCC1)C(=O)Cl (morpholine-4-carbonyl chloride), [Na+].[Cl-] (NaCl). Solvent: O1CCCC1 (tetrahydrofurane). Run at time 16 hour. Yields the product C1(=CC=CC=C1)C#CC1=C(N=C2N1C=CC=C2)COC(=O)N2CCOCC2 ((3-(phenylethynyl)imidazo[1,2-a]pyridin-2-yl)methylmorpholine-4-carboxylate). Yield: 46.2%. Reaction SMILES: [C:1]1([C:7]#[C:8][C:9]2[N:13]3[CH:14]=[CH:15][CH:16]=[CH:17][C:12]3=[N:11][C:10]=2[CH2:18][OH:19])[CH:6]=[CH:5][CH:4]=[CH:3][CH:2]=1.C(=O)([O-])[O-].[Cs+].[Cs+].[N:26]1([C:32](Cl)=[O:33])[CH2:31][CH2:30][O:29][CH2:28][CH2:27]1.[Na+].[Cl-]>O1CCCC1>[C:1]1([C:7]#[C:8][C:9]2[N:13]3[CH:14]=[CH:15][CH:16]=[CH:17][C:12]3=[N:11][C:10]=2[CH2:18][O:19][C:32]([N:26]2[CH2:31][CH2:30][O:29][CH2:28][CH2:27]2)=[O:33])[CH:2]=[CH:3][CH:4]=[CH:5][CH:6]=1 |f:1.2.3,5.6|. Procedure: 0.117 g (0.467 mmol) of (3-(phenylethynyl)imidazo[1,2-a]pyridin-2-yl) methanol were solubilised in 4 ml of tetrahydrofurane with magnetic stirring. 0.228 g (0.7 mmol) of cesium carbonate and 0.61 ml (0.513 mmol) of morpholine-4-carbonyl chloride were added. The mixture was stirred at r.t. for 16 h. 1.22 ml (1.026 mmol) of additional morpholine-4-carbonyl chloride were added and the mixture was stirred at r.t. for 2 d before being treated with 10 ml of a saturated NaCl aqueous solution. The aqueo... Starting materials: N([C@H](CC1=CNC2=CC=CC=C12)C(=O)OCC1=CC=CC=C1)C(=O)OC(C)(C)C (Boc-DTrp-OBzl), ClC(=O)OC (methyl chloroformate), [OH-].[Na+] (sodium hydroxide). The reagents and catalysts are CCCC[N+](CCCC)(CCCC)CCCC.OS(=O)(=O)[O-] (TBAHS). The solvent is ClCCl (dichloromethane). Run at time 4 hour. The product is N([C@H](CC1=CN(C2=CC=CC=C12)C(=O)OC)C(=O)OCC1=CC=CC=C1)C(=O)OC(C)(C)C (Boc-DTrp(COOMe)-OBzl). Reaction SMILES: [NH:1]([C:23]([O:25][C:26]([CH3:29])([CH3:28])[CH3:27])=[O:24])[C@@H:2]([C:13]([O:15][CH2:16][C:17]1[CH:22]=[CH:21][CH:20]=[CH:19][CH:18]=1)=[O:14])[CH2:3][C:4]1[C:12]2[C:7](=[CH:8][CH:9]=[CH:10][CH:11]=2)[NH:6][CH:5]=1.Cl[C:31]([O:33][CH3:34])=[O:32].[OH-].[Na+]>ClCCl.CCCC[N+](CCCC)(CCCC)CCCC.OS([O-])(=O)=O>[NH:1]([C:23]([O:25][C:26]([CH3:29])([CH3:28])[CH3:27])=[O:24])[C@@H:2]([C:13]([O:15][CH2:16][C:17]1[CH:22]=[CH:21][CH:20]=[CH:19][CH:18]=1)=[O:14])[CH2:3][C:4]1[C:12]2[C:7](=[CH:8][CH:9]=[CH:10][CH:11]=2)[N:6]([C:31]([O:33][CH3:34])=[O:32])[CH:5]=1 |f:2.3,5.6|. Procedure: To a solution of Boc-DTrp-OBzl (12.19 g) in dichloromethane (60 ml) were added methyl chloroformate (4.8 ml), pulverized sodium hydroxide (4.1 g) and TBAHS (9.2 g), and the mixture was stirred at room temperature for 4 h. The reaction mixture was washed with water, dried over MgSO4 and evaporated in vacuo. The residue was crystallized from dichloromethane and hexane to give Boc-DTrp(COOMe)-OBzl (12.57 g). Boc-DTrp(COOMe)-OBzl (4.52 g) was dissolved in 4N-hydrogen chloride/1,4-dioxane (50 ml) and... Reactants: C(C)(C)N(C(C)C)CC (N,N-diisopropylethylamine), COC1=CC=C(C=N1)C1=CC=C2C=NC(=NN21)OS(=O)(=O)C(F)(F)F (Trifluoro-methanesulfonic acid 7-(6-methoxy-pyridin-3-yl)-pyrrolo[2,1-f][1,2,4]triazin-2-yl ester), CS(=O)(=O)N1CCCC2=CC=C(C=C12)N (1-methanesulfonyl-1,2,3,4-tetrahydro-quinolin-7-ylamine). The solvent is CCOC(=O)C (EtOAc), CN(C=O)C (N,N-dimethylformamide). Reaction conditions: time 8 hour. Product: CS(=O)(=O)N1CCCC2=CC=C(C=C12)NC1=NN2C(C=N1)=CC=C2C=2C=NC(=CC2)OC ((1-Methanesulfonyl-1,2,3,4-tetrahydro-quinolin-7-yl)-[7-(6-methoxy-pyridin-3-yl)-pyrrolo[2,1-f][1,2,4]triazin-2-yl]-amine). Yield: 47.2%. RXN SMILES: [CH3:1][O:2][C:3]1[N:8]=[CH:7][C:6]([C:9]2[N:17]3[C:12]([CH:13]=[N:14][C:15](OS(C(F)(F)F)(=O)=O)=[N:16]3)=[CH:11][CH:10]=2)=[CH:5][CH:4]=1.C(N(CC)C(C)C)(C)C.[CH3:35][S:36]([N:39]1[C:48]2[C:43](=[CH:44][CH:45]=[C:46]([NH2:49])[CH:47]=2)[CH2:42][CH2:41][CH2:40]1)(=[O:38])=[O:37]>CN(C)C=O.CCOC(C)=O>[CH3:35][S:36]([N:39]1[C:48]2[C:43](=[CH:44][CH:45]=[C:46]([NH:49][C:15]3[N:14]=[CH:13][C:12]4=[CH:11][CH:10]=[C:9]([C:6]5[CH:7]=[N:8][C:3]([O:2][CH3:1])=[CH:4][CH:5]=5)[N:17]4[N:16]=3)[CH:47]=2)[CH2:42][CH2:41][CH2:40]1)(=[O:38])=[O:37]. Procedure details: Trifluoro-methanesulfonic acid 7-(6-methoxy-pyridin-3-yl)-pyrrolo[2,1-f][1,2,4]triazin-2-yl ester (95.0 mg, 0.254 mmol) was dissolved in N,N-dimethylformamide (3.00 mL). N,N-diisopropylethylamine (133 uL, 0.761 mmol) was added followed by 1-methanesulfonyl-1,2,3,4-tetrahydro-quinolin-7-ylamine (80.4 mg, 0.355 mmol) and the reaction was stirred overnight. The reaction was taken up in EtOAc (25 mL) and washed three times with water (25 mL). The organic layer was dried over sodium sulfate, filtered...